Task: describe an organic reaction: reactants, conditions, products, and yield. Dataset: the Open Reaction Database (ORD), a public repository of structured organic reaction records Reactants: Cl(=O)(=O)(=O)O (Perchloric acid), COC1=CC=C(CN(C2=CC(N(C=3N=C(N=CC32)NC3CCC(CC3)O)C3CCCC3)=O)CC3=CC=C(C=C3)OC)C=C1 (5-[bis-(4-methoxy-benzyl)-amino]-8-cyclopentyl-2-(4-hydroxy-cyclohexylamino)-8H-pyrido[2,3-d]pyrimidin-7-one). Run in C(Cl)Cl (DCM), C(Cl)Cl (DCM), C(=O)(O)[O-].[Na+] (NaHCO3). Run at time 20 minute. Yields the product NC1=CC(N(C=2N=C(N=CC21)N[C@@H]2CC[C@H](CC2)O)C2CCCC2)=O (trans-5-amino-8-cyclopentyl-2-(4-hydroxy-cyclohexylamino)-8H-pyrido[2,3-d]pyrimidin-7-one). Isolated yield 106.8%. Reaction SMILES: Cl(O)(=O)(=O)=O.COC1C=CC(C[N:13](CC2C=CC(OC)=CC=2)[C:14]2[C:23]3[CH:22]=[N:21][C:20]([NH:24][CH:25]4[CH2:30][CH2:29][CH:28]([OH:31])[CH2:27][CH2:26]4)=[N:19][C:18]=3[N:17]([CH:32]3[CH2:36][CH2:35][CH2:34][CH2:33]3)[C:16](=[O:37])[CH:15]=2)=CC=1>C(Cl)Cl.C([O-])(O)=O.[Na+]>[NH2:13][C:14]1[C:23]2[CH:22]=[N:21][C:20]([NH:24][C@H:25]3[CH2:26][CH2:27][C@H:28]([OH:31])[CH2:29][CH2:30]3)=[N:19][C:18]=2[N:17]([CH:32]2[CH2:36][CH2:35][CH2:34][CH2:33]2)[C:16](=[O:37])[CH:15]=1 |f:3.4|. Reported procedure: Perchloric acid (0.1 mL) was slowly added at RT to a solution of 5-[bis-(4-methoxy-benzyl)-amino]-8-cyclopentyl-2-(4-hydroxy-cyclohexylamino)-8H-pyrido[2,3-d]pyrimidin-7-one (51 mg, 0.087 mmol) in DCM (0.9 mL) and the resulting mixture was stirred at RT for 20 min. The reaction mixture was then diluted with DCM and NaHCO3 (sat'd aq) was slowly added. The organic layer was washed 4 times with NaHCO3 (sat'd aq). The combined aqueous layers were extracted 3 times with DCM and once with a mixture of... Starting materials: C(C)(C)N (isopropylamine), DMF dimethylacetal, C1(=CC=CC=C1)C(CC1=NC=CC=C1)=O (1-phenyl-2-(2-pyridinyl)ethanone), COC(N(C)C)OC (dimethylformamide dimethylacetal), Cl.N(N)CC(=O)OCC (ethyl hydrazinoacetate hydrochloride). Solvent: C(C)(=O)OCC (ethyl acetate), C(C)O (ethanol), C(Cl)Cl (methylene dichloride), C(C)(C)(C)OC (methyl t-butyl ether), C(C)O (ethanol). Product: C(C)OC(CN1N=CC(=C1C1=CC=CC=C1)C1=NC=CC=C1)=O (Ethyl-5-phenyl-4-(2-pyridinyl)-1H-pyrazole-1-acetate). The yield is 61.6%. As a reaction SMILES: [C:1]1([C:7](=O)[CH2:8][C:9]2[CH:14]=[CH:13][CH:12]=[CH:11][N:10]=2)[CH:6]=[CH:5][CH:4]=[CH:3][CH:2]=1.[CH3:16]OC(OC)N(C)C.C(N)(C)C.Cl.[NH:29]([CH2:31][C:32]([O:34][CH2:35][CH3:36])=[O:33])[NH2:30]>C(OC)(C)(C)C.C(OCC)(=O)C.C(O)C.C(Cl)Cl>[CH2:35]([O:34][C:32](=[O:33])[CH2:31][N:29]1[C:7]([C:1]2[CH:6]=[CH:5][CH:4]=[CH:3][CH:2]=2)=[C:8]([C:9]2[CH:14]=[CH:13][CH:12]=[CH:11][N:10]=2)[CH:16]=[N:30]1)[CH3:36] |f:3.4|. Procedure: A solution of 26 g (0.132 mol) of 1-phenyl-2-(2-pyridinyl)ethanone and 19.3 mL (0.145 mol) of dimethylformamide dimethylacetal in 100 mL of methyl t-butyl ether was refluxed 4 hr. Because TLC on silica gel with 10% isopropylamine in ethyl acetate showed little reaction, another 20 mL of DMF dimethylacetal was added and the solution refluxed a further 6 hr. The solvent was stripped and the resulting crude, oily β-ketoenamine was dissolved in 400 mL of ethanol. The ethanol solution was heated to 4... Yields the product N=C(OC(c1ccc(Br)cc1)C1CCCCC1)C(Cl)(Cl)Cl. Reactants: OC(c1ccc(Br)cc1)C1CCCCC1, CCOCC, CCOC(C)=O, N#CC(Cl)(Cl)Cl, [H-], [Na+]. RXN SMILES: [Br:3][c:4]1[cH:5][cH:6][c:7]([CH:10]([OH:11])[CH:12]2[CH2:13][CH2:14][CH2:15][CH2:16][CH2:17]2)[cH:8][cH:9]1.[CH3:24][CH2:25][O:26][CH2:27][CH3:28].[CH3:29][CH2:30][O:31][C:32]([CH3:33])=[O:34].[Cl:18][C:19]([C:20]#[N:21])([Cl:22])[Cl:23].[H-:1].[Na+:2]>>[Br:3][c:4]1[cH:5][cH:6][c:7]([CH:10]([O:11][C:20]([C:19]([Cl:18])([Cl:22])[Cl:23])=[NH:21])[CH:12]2[CH2:13][CH2:14][CH2:15][CH2:16][CH2:17]2)[cH:8][cH:9]1. Product: ClC=1C=C(C=C(C1)Cl)SC1=C(N=C(N1C)CCOC1(CCCC1)OCCCCCC)C(C)C (5-(3,5-Dichlorophenylthio)-4-isopropyl-2-[2-(1-n-hexyloxycyclopentyloxy)ethyl]-1-methyl-1H-imidazole). Starting materials: ClC=1C=C(C=C(C1)Cl)SC1=C(N=C(N1C)CCO)C(C)C (5-(3,5-dichlorophenylthio)-4-isopropyl-2-(2-hydroxyethyl)-1-methyl-1H-imidazole), acetal, C(CCCCC)OC1(CCCC1)OCCCCCC (1,1-di-n-hexoxycyclopentane). Reported procedure: The compound 22 (345 mg, 1 mmol) was converted to the acetal with 1,1-di-n-hexoxycyclopentane (2.72 g, 10 mmol) in the same manner as the example 20 to give the compound 36 (178 mg, 34.6%). RXN SMILES: [Cl:1][C:2]1[CH:3]=[C:4]([S:9][C:10]2[N:14]([CH3:15])[C:13]([CH2:16][CH2:17][OH:18])=[N:12][C:11]=2[CH:19]([CH3:21])[CH3:20])[CH:5]=[C:6]([Cl:8])[CH:7]=1.[CH2:22]([O:28][C:29]1(OCCCCCC)[CH2:33][CH2:32][CH2:31][CH2:30]1)[CH2:23][CH2:24][CH2:25][CH2:26][CH3:27]>>[Cl:8][C:6]1[CH:5]=[C:4]([S:9][C:10]2[N:14]([CH3:15])[C:13]([CH2:16][CH2:17][O:18][C:29]3([O:28][CH2:22][CH2:23][CH2:24][CH2:25][CH2:26][CH3:27])[CH2:33][CH2:32][CH2:31][CH2:30]3)=[N:12][C:11]=2[CH:19]([CH3:21])[CH3:20])[CH:3]=[C:2]([Cl:1])[CH:7]=1. Yield: 34.7%. Reactants: FC1=CC=C(C=C1)C1=C(N(C2=CC=CC=C12)C(C)C)/C=C/[C@H](C[C@H](CC(=O)O)O)O.CO[N-]C (E-(7-[3-(4-fluorophenyl)-1-isopropyl-1H-indol-2-yl]-[(3R,5S)-3,5-dihydroxy-hept-6-enoic acid]) N-methoxy-N-methyl-amide), C(C)O (ethyl alcohol), [OH-].[Na+] (sodium hydroxide). Run in O (water). Run at time 16 hour. Product: [Na+].FC1=CC=C(C=C1)C1=C(N(C2=CC=CC=C12)C(C)C)/C=C/[C@H](C[C@H](CC(=O)[O-])O)O ((3R,5S,6E)-7-[3-(4-fluorophenyl)-1-isopropyl-1H-indol-2-yl]-3,5-dihydroxy hept-6-enoic acid sodium salt). Isolated yield 87.0%. RXN SMILES: [F:1][C:2]1[CH:7]=[CH:6][C:5]([C:8]2[C:16]3[C:11](=[CH:12][CH:13]=[CH:14][CH:15]=3)[N:10]([CH:17]([CH3:19])[CH3:18])[C:9]=2/[CH:20]=[CH:21]/[C@@H:22]([OH:30])[CH2:23][C@@H:24]([OH:29])[CH2:25][C:26]([OH:28])=[O:27])=[CH:4][CH:3]=1.CO[N-]C.C(O)C.[OH-].[Na+:39]>O>[Na+:39].[F:1][C:2]1[CH:3]=[CH:4][C:5]([C:8]2[C:16]3[C:11](=[CH:12][CH:13]=[CH:14][CH:15]=3)[N:10]([CH:17]([CH3:19])[CH3:18])[C:9]=2/[CH:20]=[CH:21]/[C@@H:22]([OH:30])[CH2:23][C@@H:24]([OH:29])[CH2:25][C:26]([O-:28])=[O:27])=[CH:6][CH:7]=1 |f:0.1,3.4,6.7|. Procedure: E-(7-[3-(4-fluorophenyl)-1-isopropyl-1H-indol-2-yl]-[(3R,5S)-3,5-dihydroxy-hept-6-enoic acid])-N-methoxy-N-methyl-amide (3.0 g), ethyl alcohol (30.0 mL), and a solution of sodium hydroxide (0.4 g) in water (3.0 mL) were added to a reactor. The reaction mixture was stirred for 16 hours while maintaining the temperature of 20˜25° C. and then concentrated under reduced pressure. The resulting residue was dissolved in chloroform (10.0 mL) and then diethyl ether (100.0 mL) was added thereto. The reac... Reactants: C(CCC)(=O)C1C(CC(CC1=O)CCN1N=C(C=C1C)C)=O (2-butyryl-5-[2-(3,5-dimethylpyrazol-1-yl)-ethyl]-cyclohexane-1,3-dione), C(C=C)ON (allyloxyamine). Solvent: C(C)O (ethanol). Product: C(C=C)ONC(CCC)=C1C(CC(CC1=O)CCN1N=C(C=C1C)C)=O (2-(1-allyloxyaminobutylidene)-5-[2-(3,5-dimethylpyrazol-1-yl)-ethyl]-cyclohexane-1,3-dione). RXN SMILES: [C:1]([CH:6]1[C:11](=[O:12])[CH2:10][CH:9]([CH2:13][CH2:14][N:15]2[C:19]([CH3:20])=[CH:18][C:17]([CH3:21])=[N:16]2)[CH2:8][C:7]1=[O:22])(=O)[CH2:2][CH2:3][CH3:4].[CH2:23]([O:26][NH2:27])[CH:24]=[CH2:25]>C(O)C>[CH2:23]([O:26][NH:27][C:1](=[C:6]1[C:11](=[O:12])[CH2:10][CH:9]([CH2:13][CH2:14][N:15]2[C:19]([CH3:20])=[CH:18][C:17]([CH3:21])=[N:16]2)[CH2:8][C:7]1=[O:22])[CH2:2][CH2:3][CH3:4])[CH:24]=[CH2:25]. Procedure: 10 parts by weight of 2-butyryl-5-[2-(3,5-dimethylpyrazol-1-yl)-ethyl]-cyclohexane-1,3-dione and 2.5 parts by weight of allyloxyamine in 100 parts by volume of ethanol were stirred for 12 hours at room temperature. The mixture was worked up by a method similar to that described in Example 1. 8.8 parts by weight of 2-(1-allyloxyaminobutylidene)-5-[2-(3,5-dimethylpyrazol-1-yl)-ethyl]-cyclohexane-1,3-dione of nD28 =1.5329 were obtained (Compound No. 2).